Dataset: the Open Reaction Database (ORD), a public repository of structured organic reaction records. Task: describe an organic reaction: reactants, conditions, products, and yield Reactants: C[Si](C)(C)C#C (Trimethylsilylacetylene), BrC1C(C(=C(C(=C1Cl)CC)Br)Cl)(CC)OCCCCCC (2,5-Dibromo-3,6-dichloro-1,4-diethylhexyloxybenzene). The reagents and catalysts are Cl[Pd]([P](C1=CC=CC=C1)(C2=CC=CC=C2)C3=CC=CC=C3)([P](C4=CC=CC=C4)(C5=CC=CC=C5)C6=CC=CC=C6)Cl (PdCl2(PPh3)2), [Cu]I (CuI). The solvent is O (water), C(C)(C)NC(C)C (diisopropylamine), C1(=CC=CC=C1)C (toluene). Yields the product ClC1C(C(=C(C(=C1C#C[Si](C)(C)C)CC)Cl)C#C[Si](C)(C)C)(CC)OCCCCCC (2,5-Dichloro-3,6-bis(2-trimethylsilylethynyl)-1,4-diethylhexyloxybenzene). Yield: 53.5%. RXN SMILES: [CH3:1][Si:2]([C:5]#[CH:6])([CH3:4])[CH3:3].Br[CH:8]1[C:13]([Cl:14])=[C:12]([CH2:15][CH3:16])[C:11](Br)=[C:10]([Cl:18])[C:9]1([O:21][CH2:22][CH2:23][CH2:24][CH2:25][CH2:26][CH3:27])[CH2:19][CH3:20]>C(NC(C)C)(C)C.C1(C)C=CC=CC=1.O.Cl[Pd](Cl)([P](C1C=CC=CC=1)(C1C=CC=CC=1)C1C=CC=CC=1)[P](C1C=CC=CC=1)(C1C=CC=CC=1)C1C=CC=CC=1.[Cu]I>[Cl:18][CH:10]1[C:11]([C:6]#[C:5][Si:2]([CH3:4])([CH3:3])[CH3:1])=[C:12]([CH2:15][CH3:16])[C:13]([Cl:14])=[C:8]([C:6]#[C:5][Si:2]([CH3:4])([CH3:3])[CH3:1])[C:9]1([O:21][CH2:22][CH2:23][CH2:24][CH2:25][CH2:26][CH3:27])[CH2:19][CH3:20] |^1:45,64|. Reported procedure: Trimethylsilylacetylene (3.1 mL, 21.43 mmol), PdCl2(PPh3)2 (400 mg, 0.6 mmol), and CuI (235 mg, 0.79 mmol) were added successively to a deaerated solution of 2,5-dibromo-3,6-dichloro-1,4-diethylhexyloxybenzene (10) (4.00 g, 7.14 mmol) in diisopropylamine (25 mL) and toluene (55 mL). The resulting mixture was refluxed for 48 hours, then diluted with water (150 mL), and extracted with hexane (2×80 mL). The extract was washed with water (2×80 mL) and dried (MgSO4). Evaporation of the solvent gave a...